From a dataset of the Open Reaction Database (ORD), a public repository of structured organic reaction records. describe an organic reaction: reactants, conditions, products, and yield Starting materials: C=CCn1c(=O)ccc2ccc(=O)[nH]c21, C1CCOC1, CC(C)(C)[O-], CI, [K+], CN(C)C=O. Yields the product C=CCn1c(=O)ccc2ccc(OC)nc21. As a reaction SMILES: [CH2:1]([CH:2]=[CH2:3])[n:4]1[c:5](=[O:15])[cH:6][cH:7][c:8]2[cH:9][cH:10][c:11](=[O:14])[nH:12][c:13]12.[CH2:22]1[O:23][CH2:24][CH2:25][CH2:26]1.[CH3:16][C:17]([CH3:18])([O-:19])[CH3:20].[CH3:27][I:28].[K+:21].[O:29]=[CH:30][N:31]([CH3:32])[CH3:33]>>[CH2:1]([CH:2]=[CH2:3])[n:4]1[c:5](=[O:15])[cH:6][cH:7][c:8]2[cH:9][cH:10][c:11]([O:14][CH3:16])[n:12][c:13]12. The reactants are [OH-].[Na+] (sodium hydroxide), [Cl-].[Na+] (sodium chloride), C(C)OC(N=S(=O)(CC1=CC(=CC=C1)[N+](=O)[O-])C)=O ((rac)-ethyl[methyl(3-nitrobenzyl)oxido-λ6-sulfanylidene]carbamate). Reagents/catalysts: [Cl-].[Ti+3].[Cl-].[Cl-] (Titanium(III)chloride). The solvent is C1CCOC1 (THF). Conditions: time 18 hour. Product: C(C)OC(N=S(=O)(C)CC1=CC(=CC=C1)N)=O ((rac)-Ethyl[(3-aminobenzyl)(methyl)oxido-λ6-sulfanylidene]carbamate). Yield: 93.6%. Reaction SMILES: [CH2:1]([O:3][C:4](=[O:19])[N:5]=[S:6]([CH3:18])([CH2:8][C:9]1[CH:14]=[CH:13][CH:12]=[C:11]([N+:15]([O-])=O)[CH:10]=1)=[O:7])[CH3:2].[OH-].[Na+].[Cl-].[Na+]>C1COCC1.[Cl-].[Ti+3].[Cl-].[Cl-]>[CH2:1]([O:3][C:4](=[O:19])[N:5]=[S:6]([CH2:8][C:9]1[CH:14]=[CH:13][CH:12]=[C:11]([NH2:15])[CH:10]=1)([CH3:18])=[O:7])[CH3:2] |f:1.2,3.4,6.7.8.9|. Procedure: Titanium(III)chloride solution (about 15% in about 10% hydrochloric acid, 118 mL; Merck Schuchardt OHG) was added to a stirred solution of (rac)-ethyl[methyl(3-nitrobenzyl)oxido-λ6-sulfanylidene]carbamate (5.0 g; 17.5 mmol) in THF (220 mL) at room temperature. The batch was stirred for 18 hours. By adding 2N sodium hydroxide solution the pH value of the reaction mixture, that was cooled with an ice bath, was raised to 8. The batch was saturated with solid sodium chloride and extracted with ethyl... Starting materials: C(C1=CC=CC=C1)(=O)NC(=S)NC1=C(C=CC=C1)C1=CC=C(C=C1)F (N-benzoyl-N'-(4'-fluoro-2-biphenylyl)thiourea), [OH-].[Na+] (sodium hydroxide). Run in O (water). Product: FC1=CC=C(C=C1)C1=C(C=CC=C1)NC(=S)N (N-(4'-fluoro-2-biphenylyl)thiourea). As a reaction SMILES: C([NH:9][C:10]([NH:12][C:13]1[CH:18]=[CH:17][CH:16]=[CH:15][C:14]=1[C:19]1[CH:24]=[CH:23][C:22]([F:25])=[CH:21][CH:20]=1)=[S:11])(=O)C1C=CC=CC=1.[OH-].[Na+]>O>[F:25][C:22]1[CH:21]=[CH:20][C:19]([C:14]2[CH:15]=[CH:16][CH:17]=[CH:18][C:13]=2[NH:12][C:10]([NH2:9])=[S:11])=[CH:24][CH:23]=1 |f:1.2|. Procedure details: A mixture of N-benzoyl-N'-(4'-fluoro-2-biphenylyl)thiourea (2.8 g) and sodium hydroxide (0.4 g) and water (10 ml) was heated at 90°-95° C. for 8 hours to yield N-(4'-fluoro-2-biphenylyl)thiourea as a colourless solid (m.p. 140°-142° C.). Starting materials: [BH3-]C#N, C=O, CC(=O)O, CO, Cc1cc(NCc2ccc(C(F)(F)F)cc2)cc(C)c1NC(=O)CC1CCCC1, [Na+]. Yields the product Cc1cc(N(C)Cc2ccc(C(F)(F)F)cc2)cc(C)c1NC(=O)CC1CCCC1. As a reaction SMILES: [C:34]([BH3-:35])#[N:36].[CH2:38]=[O:39].[CH3:30][C:31](=[O:32])[OH:33].[CH3:40][OH:41].[CH:1]1([CH2:6][C:7](=[O:8])[NH:9][c:10]2[c:11]([CH3:29])[cH:12][c:13]([NH:17][CH2:18][c:19]3[cH:20][cH:21][c:22]([C:25]([F:26])([F:27])[F:28])[cH:23][cH:24]3)[cH:14][c:15]2[CH3:16])[CH2:2][CH2:3][CH2:4][CH2:5]1.[Na+:37]>>[CH:1]1([CH2:6][C:7](=[O:8])[NH:9][c:10]2[c:11]([CH3:29])[cH:12][c:13]([N:17]([CH2:18][c:19]3[cH:20][cH:21][c:22]([C:25]([F:26])([F:27])[F:28])[cH:23][cH:24]3)[CH3:30])[cH:14][c:15]2[CH3:16])[CH2:2][CH2:3][CH2:4][CH2:5]1. The reactants are ClCCCCBr, O=c1[nH]ccc2ccccc12. Yields the product O=c1c2ccccc2ccn1CCCCCl. As a reaction SMILES: [Br:12][CH2:13][CH2:14][CH2:15][CH2:16][Cl:17].[c:1]1(=[O:11])[nH:2][cH:3][cH:4][c:5]2[cH:6][cH:7][cH:8][cH:9][c:10]12>>[c:1]1(=[O:11])[n:2]([CH2:13][CH2:14][CH2:15][CH2:16][Cl:17])[cH:3][cH:4][c:5]2[cH:6][cH:7][cH:8][cH:9][c:10]12. The reactants are C1(=CC=CC=C1)O (phenol), FC1=CC=C(C=C1)NC(=O)C1(CC1)C(=O)NC1=CC(=C(C=C1)OC1=CC=NC2=CC(=C(C=C12)OC)O)F (cyclopropane-1,1-dicarboxylic acid [3-fluoro-4-(7-hydroxy-6-methoxy-quinolin-4-yloxy)-phenyl]-amide (4-fluoro-phenyl)-amide), C([O-])([O-])=O.[K+].[K+] (potassium carbonate), Cl.ClCCCN1CCOCC1 (4-(3-chloropropyl)-morpholine hydrochloride). Solvent: CN(C)C=O (DMF). The product is FC=1C=C(C=CC1OC1=CC=NC2=CC(=C(C=C12)OC)OCCCN1CCOCC1)NC(=O)C1(CC1)C(=O)NC1=CC=C(C=C1)F (N-[3-fluoro-4-({6-(methyloxy)-7-[(3-morpholin 4-ylpropyl)oxy]quinolin-4-yl}oxy)phenyl]-N′-(4-fluorophenyl)cyclopropane-1,1-dicarboxamide). As a reaction SMILES: [F:1][C:2]1[CH:7]=[CH:6][C:5]([NH:8][C:9]([C:11]2([C:14]([NH:16][C:17]3[CH:22]=[CH:21][C:20]([O:23][C:24]4[C:33]5[C:28](=[CH:29][C:30]([OH:36])=[C:31]([O:34][CH3:35])[CH:32]=5)[N:27]=[CH:26][CH:25]=4)=[C:19]([F:37])[CH:18]=3)=[O:15])[CH2:13][CH2:12]2)=[O:10])=[CH:4][CH:3]=1.C(=O)([O-])[O-].[K+].[K+].Cl.Cl[CH2:46][CH2:47][CH2:48][N:49]1[CH2:54][CH2:53][O:52][CH2:51][CH2:50]1.C1(O)C=CC=CC=1>CN(C=O)C>[F:37][C:19]1[CH:18]=[C:17]([NH:16][C:14]([C:11]2([C:9]([NH:8][C:5]3[CH:6]=[CH:7][C:2]([F:1])=[CH:3][CH:4]=3)=[O:10])[CH2:12][CH2:13]2)=[O:15])[CH:22]=[CH:21][C:20]=1[O:23][C:24]1[C:33]2[C:28](=[CH:29][C:30]([O:36][CH2:46][CH2:47][CH2:48][N:49]3[CH2:54][CH2:53][O:52][CH2:51][CH2:50]3)=[C:31]([O:34][CH3:35])[CH:32]=2)[N:27]=[CH:26][CH:25]=1 |f:1.2.3,4.5|. Reported procedure: To a mechanically stirred slurry of cyclopropane-1,1-dicarboxylic acid [3-fluoro-4-(7-hydroxy-6-methoxy-quinolin-4-yloxy)-phenyl]-amide (4-fluoro-phenyl)-amide (16.6 g, 32.8 mmol) and potassium carbonate (13.6 g, 98.6 mmol) in DMF (250 mL) was added 4-(3-chloropropyl)-morpholine hydrochloride (13, 7.92 g, 39.6 mmol). The resulting mixture was heated at 90° C. for 5 hours (until phenol completely consumed). The reaction mixture was allowed to cool to room temperature, then dumped into water (900 ... Starting materials: N1C(OC(C2=C1C=CC=C2)=O)=O (2H-3,1-benzoxazine-2,4-(1H)-dione), C(OCC)([O-])[O-] (ethyl orthoformate), C(C)OC1=C(C=CC=C1)N1CCN(CC1)CCN (4-(2-ethoxyphenyl)-1-(2-aminoethyl)piperazine). Yields the product C(C)OC1=C(C=CC=C1)N1CCN(CC1)CCN1C=NC2=CC=CC=C2C1=O (3-[2-[4-(2-ethoxyphenyl)-1-piperazinyl]-ethyl]-4(3H)-quinazolone). Isolated yield 99.2%. As a reaction SMILES: [NH:1]1[C:6]2[CH:7]=[CH:8][CH:9]=[CH:10][C:5]=2[C:4](=[O:11])O[C:2]1=O.C([O-])([O-])OCC.[CH2:19]([O:21][C:22]1[CH:27]=[CH:26][CH:25]=[CH:24][C:23]=1[N:28]1[CH2:33][CH2:32][N:31]([CH2:34][CH2:35][NH2:36])[CH2:30][CH2:29]1)[CH3:20]>>[CH2:19]([O:21][C:22]1[CH:27]=[CH:26][CH:25]=[CH:24][C:23]=1[N:28]1[CH2:29][CH2:30][N:31]([CH2:34][CH2:35][N:36]2[C:4](=[O:11])[C:5]3[C:6](=[CH:7][CH:8]=[CH:9][CH:10]=3)[N:1]=[CH:2]2)[CH2:32][CH2:33]1)[CH3:20]. Procedure details: A mixture comprising of 1.63 g 2H-3,1-benzoxazine-2,4-(1H)-dione, 1.78 g of ethyl orthoformate and 2.49 g of 4-(2-ethoxyphenyl)-1-(2-aminoethyl)piperazine was heated on a boiling water bath for about 10 minutes and further heated on an oil bath of 120° to 130° C. for about 2 hours. After the completion of the reaction, the reaction mixture was concentrated under a reduced pressure. The obtained residue was columnchromatographed over silica gel column and eluted with an ethyl acetate-triethylamin...